This data is from the Open Reaction Database (ORD), a public repository of structured organic reaction records. The task is: describe an organic reaction: reactants, conditions, products, and yield Reactants: ClC1=C(C=O)C=CC=C1 (2-chlorobenzaldehyde), N(=[N+]=[N-])CCO (2-Azidoethanol), ketoester, N\C(=C/C(=O)OC)\C (methyl 3-aminocrotonate), N(=[N+]=[N-])CCOCC(CC(=O)OCC)=O (ethyl 4-(2-azidoethoxy)acetoacetate), ClCC(CC(=O)OCC)=O (ethyl 4-chloroacetoacetate), Cl (hydrochloric acid). The reagents and catalysts are [Zn] (zinc). Solvent: CO (methanol). Reaction conditions: time 10 minute. The product is C(\C=C/C(=O)O)(=O)O.NCCOCC=1NC(=C(C(C1C(=O)OCC)C1=C(C=CC=C1)Cl)C(=O)OC)C (2-[(2-aminoethoxy)methyl]-4-(2-chlorophenyl)-3-ethoxycarbonyl-5-methoxycarbonyl-6-methyl-1,4-dihydropyridine maleate). Isolated yield 1.0%. As a reaction SMILES: N(CC[OH:6])=[N+]=[N-].[N:7]([CH2:10][CH2:11][O:12][CH2:13][C:14](=O)[CH2:15][C:16]([O:18][CH2:19][CH3:20])=[O:17])=[N+]=[N-].ClCC(=O)CC(OCC)=O.[NH2:32]/[C:33](/[CH3:39])=[CH:34]\[C:35]([O:37][CH3:38])=[O:36].[Cl:40][C:41]1[CH:48]=[CH:47][CH:46]=[CH:45][C:42]=1[CH:43]=O.Cl>CO.[Zn]>[C:13]([OH:12])(=[O:6])/[CH:14]=[CH:15]\[C:16]([OH:18])=[O:17].[NH2:7][CH2:10][CH2:11][O:12][CH2:13][C:14]1[NH:32][C:33]([CH3:39])=[C:34]([C:35]([O:37][CH3:38])=[O:36])[CH:43]([C:42]2[CH:45]=[CH:46][CH:47]=[CH:48][C:41]=2[Cl:40])[C:15]=1[C:16]([O:18][CH2:19][CH3:20])=[O:17] |f:8.9|. Reported procedure: 2-Azidoethanol (3 g) was converted to ethyl 4-(2-azidoethoxy)acetoacetate similarly to the method described in Preparation 3 hereinafter using ethyl 4-chloroacetoacetate, and the crude ketoester (not characterised) was used in the Hantzsch reaction using the method described in Preparation 9, i.e. by reacting it with methyl 3-aminocrotonate and 2-chlorobenzaldehyde. The crude Hantzsch product (not characterised) dissolved in methanol (250 ml) and 3N hydrochloric acid (200 ml) was stirred on a wa... Product: C(C)(C)S(=O)(=O)C=1C=CC(=C(C(=O)C2=C(C=CC=C2)F)C1)N1C(=NN=C1CCC)CN1C(C=2C(C1=O)=CC=CC2)=O (5-isopropylsulfonyl-2'-fluoro-2-[3-(phthalimidomethyl)-5-propyl-4H-1,2,4-triazol-4-yl]benzophenone). Procedure: In the manner given in Example 3, a mixture of 5-isopropylsulfonyl-2'-fluoro-2-[3-(hydroxymethyl)-5-propyl-4H-1,2,4-triazol-4-yl]benzophenone, phthalimide and triphenylphosphine in tetrahydrofuran was treated with diethyl azodicarboxylate to give 5-isopropylsulfonyl-2'-fluoro-2-[3-(phthalimidomethyl)-5-propyl-4H-1,2,4-triazol-4-yl]benzophenone. As a reaction SMILES: [CH:1]([S:4]([C:7]1[CH:8]=[CH:9][C:10]([N:22]2[C:26]([CH2:27][CH2:28][CH3:29])=[N:25][N:24]=[C:23]2[CH2:30]O)=[C:11]([CH:21]=1)[C:12]([C:14]1[CH:19]=[CH:18][CH:17]=[CH:16][C:15]=1[F:20])=[O:13])(=[O:6])=[O:5])([CH3:3])[CH3:2].[C:32]1(=[O:42])[NH:36][C:35](=[O:37])[C:34]2=[CH:38][CH:39]=[CH:40][CH:41]=[C:33]12.C1(P(C2C=CC=CC=2)C2C=CC=CC=2)C=CC=CC=1.N(C(OCC)=O)=NC(OCC)=O>O1CCCC1>[CH:1]([S:4]([C:7]1[CH:8]=[CH:9][C:10]([N:22]2[C:26]([CH2:27][CH2:28][CH3:29])=[N:25][N:24]=[C:23]2[CH2:30][N:36]2[C:32](=[O:42])[C:33]3=[CH:41][CH:40]=[CH:39][CH:38]=[C:34]3[C:35]2=[O:37])=[C:11]([CH:21]=1)[C:12]([C:14]1[CH:19]=[CH:18][CH:17]=[CH:16][C:15]=1[F:20])=[O:13])(=[O:5])=[O:6])([CH3:3])[CH3:2]. Starting materials: N(=NC(=O)OCC)C(=O)OCC (diethyl azodicarboxylate), C(C)(C)S(=O)(=O)C=1C=CC(=C(C(=O)C2=C(C=CC=C2)F)C1)N1C(=NN=C1CCC)CO (5-isopropylsulfonyl-2'-fluoro-2-[3-(hydroxymethyl)-5-propyl-4H-1,2,4-triazol-4-yl]benzophenone), C1(C=2C(C(N1)=O)=CC=CC2)=O (phthalimide), C1(=CC=CC=C1)P(C1=CC=CC=C1)C1=CC=CC=C1 (triphenylphosphine). Run in O1CCCC1 (tetrahydrofuran). Starting materials: CCN=C=NCCCN(C)C, CN1CCCC1=O, CCN(C(C)C)C(C)C, NCC(O)(c1ccccc1)c1ccccc1, On1nnc2ccccc21, O=C(O)c1cc(Sc2cnc(Nc3ccccn3)s2)ccn1. Product: O=C(NCC(O)(c1ccccc1)c1ccccc1)c1cc(Sc2cnc(Nc3ccccn3)s2)ccn1. RXN SMILES: [CH3:39][CH2:40][N:41]=[C:42]=[N:43][CH2:44][CH2:45][CH2:46][N:47]([CH3:48])[CH3:49].[CH3:69][N:70]1[CH2:71][CH2:72][CH2:73][C:74]1=[O:75].[CH:60]([N:61]([CH:62]([CH3:63])[CH3:64])[CH2:65][CH3:66])([CH3:67])[CH3:68].[NH2:23][CH2:24][C:25]([OH:26])([c:27]1[cH:28][cH:29][cH:30][cH:31][cH:32]1)[c:33]1[cH:34][cH:35][cH:36][cH:37][cH:38]1.[OH:50][n:51]1[c:52]2[c:53]([cH:54][cH:55][cH:56][cH:57]2)[n:58][n:59]1.[n:1]1[c:2]([NH:7][c:8]2[s:9][c:10]([S:13][c:14]3[cH:15][c:16]([C:20](=[O:21])[OH:22])[n:17][cH:18][cH:19]3)[cH:11][n:12]2)[cH:3][cH:4][cH:5][cH:6]1>>[n:1]1[c:2]([NH:7][c:8]2[s:9][c:10]([S:13][c:14]3[cH:15][c:16]([C:20](=[O:22])[NH:23][CH2:24][C:25]([OH:26])([c:27]4[cH:28][cH:29][cH:30][cH:31][cH:32]4)[c:33]4[cH:34][cH:35][cH:36][cH:37][cH:38]4)[n:17][cH:18][cH:19]3)[cH:11][n:12]2)[cH:3][cH:4][cH:5][cH:6]1.